Dataset: the Open Reaction Database (ORD), a public repository of structured organic reaction records. Task: describe an organic reaction: reactants, conditions, products, and yield Starting materials: ClC1=CSC2=C1C=1N(C=N2)C(=NN1)C (9-Chloro-3-methylthieno[3,2-e][1,2,4]triazolo[4,3-c]pyrimidine), CNCCN (N-methylethane-1,2-diamine). Solvent: CO (methanol), [Cl-].[NH4+] (ammonium chloride). Run at time 15 minute. Product: ClC=1C(=C(SC1)N)C1=NC(=NN1)C (4-chloro-3-(3-methyl-1H-1,2,4-triazol-5-yl)thiophen-2-amine). Isolated yield 88.1%. Reaction SMILES: [Cl:1][C:2]1[C:6]2[C:7]3[N:8]([C:11]([CH3:14])=[N:12][N:13]=3)C=[N:10][C:5]=2[S:4][CH:3]=1.CNCCN>CO.[Cl-].[NH4+]>[Cl:1][C:2]1[C:6]([C:7]2[NH:13][N:12]=[C:11]([CH3:14])[N:8]=2)=[C:5]([NH2:10])[S:4][CH:3]=1 |f:3.4|. Reported procedure: 9-Chloro-3-methylthieno[3,2-e][1,2,4]triazolo[4,3-c]pyrimidine (82 mg, 365 umol) and N-methylethane-1,2-diamine (0.30 ml, 3.40 mmol) in methanol (2 ml) was placed into a preheated oil bath at 60° C. After stirring for 15 min, the solution was diluted with saturated ammonium chloride and extracted with methylene chloride. The combined organic extracts were dried over magnesium sulfate, filtered, and concentrated under reduced pressure to afford 69 mg (88% yield) of 4-chloro-3-(3-methyl-1H-1,2,4-t... Starting materials: C1(=CC=C(C=C1)S(=O)(=O)O)C.N[C@H]1[C@@H]2N(C(=C(CS2)COC)C(=O)OC(C)OC(=O)OC(C)C)C1=O (1-(Isopropoxycarbonyloxy)ethyl (6R,7R)-7-amino-3-methoxymethyl-3-cephem-4-carboxylate p-toluenesulfonate), C(=O)(O)[O-].[Na+] (NaHCO3). Run in C(C)(=O)OCC (ethyl acetate). Run at time 5 minute. Yields the product N[C@H]1[C@@H]2N(C(=C(CS2)COC)C(=O)OC(C)OC(=O)OC(C)C)C1=O (1-(Isopropoxycarbonyloxy)ethyl (6R,7R)-7-amino-3-methoxymethyl-3-cephem-4-carboxylate). As a reaction SMILES: C1(C)C=CC(S(O)(=O)=O)=CC=1.[NH2:12][C@@H:13]1[C:35](=[O:36])[N:15]2[C:16]([C:23]([O:25][CH:26]([O:28][C:29]([O:31][CH:32]([CH3:34])[CH3:33])=[O:30])[CH3:27])=[O:24])=[C:17]([CH2:20][O:21][CH3:22])[CH2:18][S:19][C@H:14]12.C([O-])(O)=O.[Na+]>C(OCC)(=O)C>[NH2:12][C@@H:13]1[C:35](=[O:36])[N:15]2[C:16]([C:23]([O:25][CH:26]([O:28][C:29]([O:31][CH:32]([CH3:33])[CH3:34])=[O:30])[CH3:27])=[O:24])=[C:17]([CH2:20][O:21][CH3:22])[CH2:18][S:19][C@H:14]12 |f:0.1,2.3|. Procedure details: 2.53 g (4.6 mmol) of diastereomer mixture from Example 1 were taken up in a mixture of ethyl acetate and 5% strength aq. NaHCO3 solution and stirred for 5 min. The phases were separated, and the organic phase was washed with satd. aq. NaCl solution, dried with MgSO4 and concentrated in vacuo. The reactants are CC(C)(C)n1nc(CCC=O)cc1-c1cccs1, CCN(C(C)C)C(C)C, Fc1ccc(C(c2ccc(F)cc2)N2CCNCC2)cc1. Product: CC(C)(C)n1nc(CCCN2CCN(C(c3ccc(F)cc3)c3ccc(F)cc3)CC2)cc1-c1cccs1. As a reaction SMILES: [C:1]([CH3:2])([CH3:3])([CH3:4])[n:5]1[n:6][c:7]([CH2:15][CH2:16][CH:17]=[O:18])[cH:8][c:9]1-[c:10]1[s:11][cH:12][cH:13][cH:14]1.[CH:40]([N:41]([CH2:42][CH3:43])[CH:44]([CH3:45])[CH3:46])([CH3:47])[CH3:48].[F:19][c:20]1[cH:21][cH:22][c:23]([CH:26]([N:27]2[CH2:28][CH2:29][NH:30][CH2:31][CH2:32]2)[c:33]2[cH:34][cH:35][c:36]([F:39])[cH:37][cH:38]2)[cH:24][cH:25]1>>[C:1]([CH3:2])([CH3:3])([CH3:4])[n:5]1[n:6][c:7]([CH2:15][CH2:16][CH2:17][N:30]2[CH2:29][CH2:28][N:27]([CH:26]([c:23]3[cH:22][cH:21][c:20]([F:19])[cH:25][cH:24]3)[c:33]3[cH:34][cH:35][c:36]([F:39])[cH:37][cH:38]3)[CH2:32][CH2:31]2)[cH:8][c:9]1-[c:10]1[s:11][cH:12][cH:13][cH:14]1. RXN SMILES: [Br:17][CH2:18][c:19]1[cH:20][c:21]2[cH:22][cH:23][cH:24][cH:25][c:26]2[cH:27][cH:28]1.[C:29](=[O:30])([OH:31])[O-:32].[CH3:34][CH2:35][OH:36].[ClH:1].[F:2][c:3]1[cH:4][cH:5][c:6]([C:7](=[O:8])[CH:9]2[CH2:10][CH2:11][NH:12][CH2:13][CH2:14]2)[cH:15][cH:16]1.[Na+:33]>>[F:2][c:3]1[cH:4][cH:5][c:6]([C:7](=[O:8])[CH:9]2[CH2:10][CH2:11][N:12]([CH2:18][c:19]3[cH:20][c:21]4[cH:22][cH:23][cH:24][cH:25][c:26]4[cH:27][cH:28]3)[CH2:13][CH2:14]2)[cH:15][cH:16]1. The reactants are BrCc1ccc2ccccc2c1, O=C([O-])O, CCO, Cl, O=C(c1ccc(F)cc1)C1CCNCC1, [Na+]. Product: O=C(c1ccc(F)cc1)C1CCN(Cc2ccc3ccccc3c2)CC1. Reactants: Brc1ccc(cn1)c2ccccc2, CC1(C)OB(OC1(C)C)c2ccc(cc2)c3cnccn3. The reagents and catalysts are CCN=P(N=P(N(C)C)(N(C)C)N(C)C)(N(C)C)N(C)C (P2-Et), CC(C)c1cc(C(C)C)c(-c2ccccc2[PH](C(C)(C)C)(C(C)(C)C)[Pd]2(OS(C)(=O)=O)Nc3ccccc3-c3ccccc32)c(C(C)C)c1 (tBuXphos G3). Solvent: CS(C)=O (DMSO), O (water), CS(C)=O (DMSO), CS(C)=O (DMSO), CS(C)=O (DMSO). Conditions: time 22 hour. The product is c1ccc(cc1)c2ccc(nc2)c3ccc(cc3)c4cnccn4, Brc1ccc(cn1)c2ccccc2, c1ccc(-c2ccccc2)cc1. Starting materials: C(C)(=O)OC1=CC=CC2=CC=CC(=C12)C(=C)C (8-isopropenyl-1-naphthyl acetate). Product: C(C)(=O)OC1=CC=CC2=CC=CC(=C12)C(C)C (8-isopropyl-1-naphthyl acetate). Conditions: time 20 hour. The yield is 47.4%. The reagents and catalysts are [C].[Pd] (palladium-carbon). Reported procedure: 3.6 g of 8-isopropenyl-1-naphthyl acetate was dissolved in 100 ml of ethanol, to which 0.2 g of 10% palladium-carbon (water content of 50%) was added, followed by hydrogenation at normal temperatures and normal pressure for 20 hours. After removal of the palladium-carbon by filtration, the resulting filtrate was concentrated under reduced pressure. The residue was purified by silica gel column chromatography (3% ethyl acetate/hexane) to obtain 1.72 g of the captioned compound as an oily substanc... The solvent is C(C)O (ethanol). As a reaction SMILES: [C:1]([O:4][C:5]1[C:14]2[C:9](=[CH:10][CH:11]=[CH:12][C:13]=2[C:15]([CH3:17])=[CH2:16])[CH:8]=[CH:7][CH:6]=1)(=[O:3])[CH3:2]>C(O)C.[C].[Pd]>[C:1]([O:4][C:5]1[C:14]2[C:9](=[CH:10][CH:11]=[CH:12][C:13]=2[CH:15]([CH3:17])[CH3:16])[CH:8]=[CH:7][CH:6]=1)(=[O:3])[CH3:2] |f:2.3|. The reactants are CCOC(=O)C(c1ccc(Nc2nc(-c3cccc(NC(=O)c4ccc(C(C)(C)C)cc4)c3C)cn(C)c2=O)cc1)N(C)C(C)C, C1CCOC1, CCO, [Li+], [OH-], O, O=C(O)CC(O)(CC(=O)O)C(=O)O. The product is Cc1c(NC(=O)c2ccc(C(C)(C)C)cc2)cccc1-c1cn(C)c(=O)c(Nc2ccc(C(C(=O)O)N(C)C(C)C)cc2)n1. Reaction SMILES: [C:1]([CH3:2])([CH3:3])([CH3:4])[c:5]1[cH:6][cH:7][c:8]([C:9](=[O:10])[NH:11][c:12]2[c:13]([CH3:44])[c:14](-[c:18]3[cH:19][n:20]([CH3:43])[c:21](=[O:42])[c:22]([NH:24][c:25]4[cH:26][cH:27][c:28]([CH:31]([C:32](=[O:33])[O:34][CH2:35][CH3:36])[N:37]([CH3:38])[CH:39]([CH3:40])[CH3:41])[cH:29][cH:30]4)[n:23]3)[cH:15][cH:16][cH:17]2)[cH:45][cH:46]1.[CH2:47]1[O:48][CH2:49][CH2:50][CH2:51]1.[CH3:68][CH2:69][OH:70].[Li+:52].[OH-:53].[OH2:67].[OH:54][C:55]([CH2:56][C:57]([C:58](=[O:59])[OH:60])([CH2:61][C:62](=[O:63])[OH:64])[OH:65])=[O:66]>>[C:1]([CH3:2])([CH3:3])([CH3:4])[c:5]1[cH:6][cH:7][c:8]([C:9](=[O:10])[NH:11][c:12]2[c:13]([CH3:44])[c:14](-[c:18]3[cH:19][n:20]([CH3:43])[c:21](=[O:42])[c:22]([NH:24][c:25]4[cH:26][cH:27][c:28]([CH:31]([C:32](=[O:33])[OH:34])[N:37]([CH3:38])[CH:39]([CH3:40])[CH3:41])[cH:29][cH:30]4)[n:23]3)[cH:15][cH:16][cH:17]2)[cH:45][cH:46]1. Reactants: ClCCl, Cl, CC(C)(C)OC(=O)NCCCC(=O)c1cccc(F)c1. Product: Cl, Fc1cccc(C2=NCCC2)c1. RXN SMILES: [Cl:22][CH2:23][Cl:24].[ClH:21].[F:1][c:2]1[cH:3][c:4]([C:8]([CH2:9][CH2:10][CH2:11][NH:12][C:14](=[O:15])[O:16][C:17]([CH3:18])([CH3:19])[CH3:20])=[O:13])[cH:5][cH:6][cH:7]1>>[ClH:21].[F:1][c:2]1[cH:3][c:4]([C:8]2=[N:12][CH2:11][CH2:10][CH2:9]2)[cH:5][cH:6][cH:7]1. Starting materials: COc1ccc(Br)cc1, O=C([O-])[O-], Cc1ccc(B(O)O)cc1, ClCCl, N#N, [Na+], [Na+], CN(C)C=O, O. The product is COc1ccc(-c2ccc(C)cc2)cc1. Reaction SMILES: [Br:11][c:12]1[cH:13][cH:14][c:15]([O:18][CH3:19])[cH:16][cH:17]1.[C:20](=[O:21])([O-:22])[O-:23].[CH3:1][c:2]1[cH:3][cH:4][c:5]([B:8]([OH:9])[OH:10])[cH:6][cH:7]1.[Cl:28][CH2:29][Cl:30].[N:26]#[N:27].[Na+:24].[Na+:25].[O:31]=[CH:32][N:33]([CH3:34])[CH3:35].[OH2:36]>>[CH3:1][c:2]1[cH:3][cH:4][c:5](-[c:12]2[cH:13][cH:14][c:15]([O:18][CH3:19])[cH:16][cH:17]2)[cH:6][cH:7]1.